Dataset: the Open Reaction Database (ORD), a public repository of structured organic reaction records. Task: describe an organic reaction: reactants, conditions, products, and yield Starting materials: Cc1cnc(C=O)c(C)c1, ClCCl, c1cnc2c(c1)CCCC2NCCc1c[nH]cn1. The product is Cc1cnc(CNC2CCCc3cccnc32)c(C)c1. RXN SMILES: [CH3:19][c:20]1[c:21]([CH:27]=[O:28])[n:22][cH:23][c:24]([CH3:26])[cH:25]1.[Cl:29][CH2:30][Cl:31].[nH:1]1[cH:2][c:3]([CH2:4][CH2:5][NH:8][CH:9]2[CH2:10][CH2:11][CH2:12][c:13]3[cH:14][cH:15][cH:16][n:17][c:18]32)[n:6][cH:7]1>>[NH:8]([CH:9]1[CH2:10][CH2:11][CH2:12][c:13]2[cH:14][cH:15][cH:16][n:17][c:18]21)[CH2:27][c:21]1[c:20]([CH3:19])[cH:25][c:24]([CH3:26])[cH:23][n:22]1.